This data is from the Open Reaction Database (ORD), a public repository of structured organic reaction records. The task is: describe an organic reaction: reactants, conditions, products, and yield Reactants: N(=[N+]=[N-])C[C@H]1CN(C(O1)=O)C1=CC=C(C=C1)C1=NN(C(=C1)C=O)C (3-{4-[(5R)-5-(Azidomethyl)-2-oxo-1,3-oxazolidin-3-yl]phenyl}-1-methyl-1H-pyrazole-5 carbaldehyde), N(=[N+]=[N-])C[C@H]1CN(C(O1)=O)C1=CC=C(C=C1)C1=NN(C(=C1)C=O)C (3-{4-[(5R)-5-(Azidomethyl)-2-oxo-1,3-oxazolidin-3-yl]phenyl}-1-methyl-1H-pyrazole-5 carbaldehyde), C12C=CC(C=C1)C2 (bicyclo[2.2.1]hepta-2,5-diene). Run in O1CCOCC1 (dioxane). Reaction conditions: temperature 90 celsius. The product is CN1N=C(C=C1C=O)C1=CC=C(C=C1)N1C(O[C@H](C1)CN1N=NC=C1)=O (1-Methyl-3-{4-[(5R)-2-oxo-5-(1H-1,2,3-triazol-1-ylmethyl)-1,3-oxazolidin-3-yl]phenyl}-1H-pyrazole-5-carbaldehyde). Isolated yield 47.3%. As a reaction SMILES: [N:1]([CH2:4][C@@H:5]1[O:9][C:8](=[O:10])[N:7]([C:11]2[CH:16]=[CH:15][C:14]([C:17]3[CH:21]=[C:20]([CH:22]=[O:23])[N:19]([CH3:24])[N:18]=3)=[CH:13][CH:12]=2)[CH2:6]1)=[N+:2]=[N-:3].[CH:25]12CC(C=C1)C=[CH:26]2>O1CCOCC1>[CH3:24][N:19]1[C:20]([CH:22]=[O:23])=[CH:21][C:17]([C:14]2[CH:15]=[CH:16][C:11]([N:7]3[CH2:6][C@H:5]([CH2:4][N:1]4[CH:26]=[CH:25][N:3]=[N:2]4)[O:9][C:8]3=[O:10])=[CH:12][CH:13]=2)=[N:18]1. Procedure: 3-{4-[(5R)-5-(Azidomethyl)-2-oxo-1,3-oxazolidin-3-yl]phenyl}-1-methyl-1H-pyrazole-5 carbaldehyde (Intermediate 13, 50 mg, 0.15 mmol), bicyclo[2.2.1]hepta-2,5-diene (0.17 ml, 1.58 mmol) and dioxane (1 ml) were combined and warmed to 90° C. for 4.5 hours. The mixture was evaporated and purified by chromatography on silica gel, eluting with ethyl acetate to give the title compound as a white solid (25 mg). The reactants are C1(=CC=CC=C1)O (phenol), B(F)(F)F.CCOCC (boron trifluoride-etherate), solid, [OH-].[Na+] (sodium hydroxide), C(Cl)C1CO1 (epichlorohydrin). Run in C1(=CC=CC=C1)C (toluene), O (water). Reaction conditions: temperature 30 celsius, time 1 hour. Product: C(C1CO1)OCC1CO1 (monoglycidyl ether). RXN SMILES: [C:1]1([OH:7])[CH:6]=[CH:5]C=CC=1.B(F)(F)F.C[CH2:13][O:14][CH2:15][CH3:16].C(C1[O:21]C1)Cl.[OH-].[Na+]>O.C1(C)C=CC=CC=1>[CH2:16]([O:7][CH2:1][CH:6]1[O:21][CH2:5]1)[CH:15]1[O:14][CH2:13]1 |f:1.2,4.5|. Procedure: A reaction vessel was charged with 94.1 g (1 mol) of phenol, 1.5 g of boron trifluoride-etherate and 100 ml. of toluene, and with good stirring, the temperature was maintainined at 55° to 65°C., and 277.5 g (3 mols) of epichlorohydrin was added dropwise over the course of 3 hours and 20 minutes. The mixture was further stirred for 1 hour at this temperature to complete an addition polymerization reaction of these monomers. At this point, a part of the addition polymer was withdrawn, and analysis... Starting materials: N1=CC=CC=C1 (pyridine), C12(CCC(CC1)C2)N (norbornyl amine), CS(=O)(=O)Cl (methanesulfonyl chloride). Solvent: C(C)OCC (diethylether). Run at temperature 0 celsius, time 8 hour. Product: C12C(CC(C=C1)C2)CNS(=O)(=O)C (N-(bicyclo(2.2.1)hept-5-ene-2-ylmethyl)-methanesulfonamide). Yield: 76.0%. RXN SMILES: [N:1]1[CH:6]=[CH:5][CH:4]=[CH:3][CH:2]=1.[C:7]12(N)[CH2:13]C(CC1)C[CH2:8]2.[CH3:15][S:16](Cl)(=[O:18])=[O:17]>C(OCC)C>[CH:7]12[CH2:13][CH:3]([CH:2]=[CH:8]1)[CH2:4][CH:5]2[CH2:6][NH:1][S:16]([CH3:15])(=[O:18])=[O:17]. Procedure details: Into a dry 500 ml round bottom flask equipped with a magnetic stirrer, condenser and an addition funnel was added 75 ml of dry distilled tetahydrofuran, 32 g (0.41 moles) of pyridine and 50 g (0.41 moles) of norbornyl amine. The reaction mixture was cooled to 0° C. To the mixture was added via the additional funnel 47 g (0.41 moles) of methanesulfonyl chloride and the reaction mixture was stirred overnight. The reaction mixture was filtered to remove the pyridinium hydrochloride salt and the fil...